Dataset: the Open Reaction Database (ORD), a public repository of structured organic reaction records. Task: describe an organic reaction: reactants, conditions, products, and yield Reported procedure: To a stirred solution of n-butyllithium (2.7 ml of a 1.6M solution in hexanes, 4.3 mmol) in dry tetrahydrofuran (5 ml) cooled to -78° C. under nitrogen was added dropwise a solution of diisopropylamine (0.44 g, 4.3 mmol) in dry tetrahydrofuran (5 ml). The mixture was allowed to warm to -20° C., and was maintained at this temperature for 15 min. After cooling to -78° C. a solution of methyl phenyl sulphoxide (0.55 g, 3.9 mmol) in dry tetrahydrofuran (2 ml) was added dropwise while maintaining the... Run at temperature -20 celsius. The reactants are N12CC(C(CC1)CC2)C(=O)N(OC)C ((±) 1-azabicyclo[2.2.2] oct-3-yl-N-methyl-N-methoxycarboxamide), C(CCC)[Li] (n-butyllithium), solution, C(C)(C)NC(C)C (diisopropylamine), C1(=CC=CC=C1)S(=O)C (methyl phenyl sulphoxide), P(O)(O)(O)=O (orthophosphoric acid), OP(=O)(O)O (H3PO4). RXN SMILES: C([Li])CCC.C(NC(C)C)(C)C.[C:13]1([S:19]([CH3:21])=[O:20])[CH:18]=[CH:17][CH:16]=[CH:15][CH:14]=1.[N:22]12[CH2:29][CH2:28][CH:25]([CH2:26][CH2:27]1)[CH:24]([C:30](N(C)OC)=[O:31])[CH2:23]2.P(=O)(O)(O)O>O1CCCC1>[N:22]12[CH2:29][CH2:28][CH:25]([CH2:26][CH2:27]1)[CH:24]([C:30](=[O:31])[CH2:21][S:19]([C:13]1[CH:18]=[CH:17][CH:16]=[CH:15][CH:14]=1)=[O:20])[CH2:23]2. The product is N12CC(C(CC1)CC2)C(CS(=O)C2=CC=CC=C2)=O ((±) 1( 1-Azabicyclo [2.2.2 ]oct-3-yl)-2-(phenylsulphinyl) ethanone). Run in O1CCCC1 (tetrahydrofuran), hexanes, O1CCCC1 (tetrahydrofuran), O1CCCC1 (tetrahydrofuran), O1CCCC1 (tetrahydrofuran). Isolated yield 109.2%. Starting materials: O (H2O), C(=O)([O-])[O-].[Cs+].[Cs+] (Cs2CO3), OC=1C=CC=C2C=CC(=NC12)C (8-hydroxy-2-methylquinoline), ClC1=C(CBr)C(=CC=C1[N+](=O)[O-])Cl (2,6-dichloro-3-nitrobenzyl bromide). The solvent is CN(C)C=O (DMF). Conditions: time 30 minute. Yields the product ClC1=C(COC=2C=CC=C3C=CC(=NC23)C)C(=CC=C1[N+](=O)[O-])Cl (8-(2,6-Dichloro-3-nitrobenzyloxy)-2-methylquinoline). As a reaction SMILES: C([O-])([O-])=O.[Cs+].[Cs+].[OH:7][C:8]1[CH:9]=[CH:10][CH:11]=[C:12]2[C:17]=1[N:16]=[C:15]([CH3:18])[CH:14]=[CH:13]2.[Cl:19][C:20]1[C:27]([N+:28]([O-:30])=[O:29])=[CH:26][CH:25]=[C:24]([Cl:31])[C:21]=1[CH2:22]Br.O>CN(C=O)C>[Cl:19][C:20]1[C:27]([N+:28]([O-:30])=[O:29])=[CH:26][CH:25]=[C:24]([Cl:31])[C:21]=1[CH2:22][O:7][C:8]1[CH:9]=[CH:10][CH:11]=[C:12]2[C:17]=1[N:16]=[C:15]([CH3:18])[CH:14]=[CH:13]2 |f:0.1.2|. Procedure details: Cs2CO3 (10.8 g, 33.3 mmol) was added at room temperature to 8-hydroxy-2-methylquinoline (5 g, 33.3 mmol) in DMF (65 ml). After 30 min, 2,6-dichloro-3-nitrobenzyl bromide (13 g, 45.6 mmol) was added. After 18 h, H2O was added and the precipitate was filtered off with suction and washed with EA (50 ml), the title compound being obtained as an amorphous substance. The reactants are CC(=O)O[BH-](OC(C)=O)OC(C)=O, CC(=O)O, CO, Cc1ccccc1, COc1ncnc2sc(NC(=O)N3CCC(N)C3)nc12, CCN(C(C)C)C(C)C, O=Cc1ccc(F)c(C(F)(F)F)c1, [Na+], O, O=C(O)C(F)(F)F. Product: COc1ncnc2sc(NC(=O)N3CCC(NCc4ccc(F)c(C(F)(F)F)c4)C3)nc12. As a reaction SMILES: [C:54]([O:55][BH-:56]([O:57][C:58](=[O:59])[CH3:60])[O:61][C:62](=[O:63])[CH3:64])(=[O:65])[CH3:66].[CH3:50][C:51](=[O:52])[OH:53].[CH3:68][OH:69].[CH3:71][c:72]1[cH:73][cH:74][cH:75][cH:76][cH:77]1.[CH3:8][O:9][c:10]1[c:11]2[c:12]([n:13][cH:14][n:15]1)[s:16][c:17]([NH:19][C:20](=[O:21])[N:22]1[CH2:23][CH:24]([NH2:27])[CH2:25][CH2:26]1)[n:18]2.[CH:28]([N:29]([CH2:30][CH3:31])[CH:32]([CH3:33])[CH3:34])([CH3:35])[CH3:36].[F:37][c:38]1[c:39]([C:46]([F:47])([F:48])[F:49])[cH:40][c:41]([CH:42]=[O:43])[cH:44][cH:45]1.[Na+:67].[OH2:70].[OH:1][C:2]([C:3]([F:4])([F:5])[F:6])=[O:7]>>[CH3:8][O:9][c:10]1[c:11]2[c:12]([n:13][cH:14][n:15]1)[s:16][c:17]([NH:19][C:20](=[O:21])[N:22]1[CH2:23][CH:24]([NH:27][CH2:42][c:41]3[cH:40][c:39]([C:46]([F:47])([F:48])[F:49])[c:38]([F:37])[cH:45][cH:44]3)[CH2:25][CH2:26]1)[n:18]2. Reactants: C(C)N (Ethylamine), FC1=C(CSC2=NC(=CC(=N2)NS(=O)(=O)N2CCC(CC2)=O)OC)C=CC=C1F (N-{2-[(2,3-difluorobenzyl)thio]-6-methoxypyrimidin-4-yl}-4-oxopiperidine-1-sulfonamide), product, C(C)(=O)O[BH-](OC(C)=O)OC(C)=O.[Na+] (sodium triacetoxyborohydride), [OH-].[Na+] (sodium hydroxide), Cl (hydrochloric acid). Solvent: C(Cl)Cl (DCM), C(C)(=O)O (acetic acid). Reaction conditions: time 1 hour. Yields the product FC1=C(CSC2=NC(=CC(=N2)NS(=O)(=O)N2CCC(CC2)NCC)OC)C=CC=C1F (N-{2-[(2,3-Difluorobenzyl)thio]-6-methoxypyrimidin-4-yl}-4-(ethylamino)piperidine-1-sulfonamide). RXN SMILES: [CH2:1]([NH2:3])[CH3:2].[F:4][C:5]1[C:31]([F:32])=[CH:30][CH:29]=[CH:28][C:6]=1[CH2:7][S:8][C:9]1[N:14]=[C:13]([NH:15][S:16]([N:19]2[CH2:24][CH2:23][C:22](=O)[CH2:21][CH2:20]2)(=[O:18])=[O:17])[CH:12]=[C:11]([O:26][CH3:27])[N:10]=1.C(O[BH-](OC(=O)C)OC(=O)C)(=O)C.[Na+].[OH-].[Na+].Cl>C(Cl)Cl.C(O)(=O)C>[F:4][C:5]1[C:31]([F:32])=[CH:30][CH:29]=[CH:28][C:6]=1[CH2:7][S:8][C:9]1[N:14]=[C:13]([NH:15][S:16]([N:19]2[CH2:20][CH2:21][CH:22]([NH:3][CH2:1][CH3:2])[CH2:23][CH2:24]2)(=[O:17])=[O:18])[CH:12]=[C:11]([O:26][CH3:27])[N:10]=1 |f:2.3,4.5|. Procedure: Ethylamine (0.56 mL of 2M solution in methanol) was added to a solution of acetic acid (0.025 mL) and N-{2-[(2,3-difluorobenzyl)thio]-6-methoxypyrimidin-4-yl}-4-oxopiperidine-1-sulfonamide (the product of example 148, step iii) (0.10 g) in DCM (4 mL). The solution was stirred at room temperature for 1 h then sodium triacetoxyborohydride (0.24 g) was added in portions. The mixture was stirred at room temperature overnight then 3M aqueous sodium hydroxide (6 mL) added to the residue. The mixture w... Starting materials: Cc1nc2cc(OCC(O)CN3CCNCC3)ccc2s1, CCO, CCN(C(C)C)C(C)C, Fc1cccc(-c2noc(CCl)n2)c1. Yields the product Cc1nc2cc(OCC(O)CN3CCN(Cc4nc(-c5cccc(F)c5)no4)CC3)ccc2s1. As a reaction SMILES: [CH3:15][c:16]1[s:17][c:18]2[c:19]([n:20]1)[cH:21][c:22]([O:25][CH2:26][CH:27]([CH2:28][N:29]1[CH2:30][CH2:31][NH:32][CH2:33][CH2:34]1)[OH:35])[cH:23][cH:24]2.[CH3:45][CH2:46][OH:47].[CH:36]([N:37]([CH:38]([CH3:39])[CH3:40])[CH2:41][CH3:42])([CH3:43])[CH3:44].[Cl:1][CH2:2][c:3]1[n:4][c:5](-[c:8]2[cH:9][c:10]([F:14])[cH:11][cH:12][cH:13]2)[n:6][o:7]1>>[CH2:2]([c:3]1[n:4][c:5](-[c:8]2[cH:9][c:10]([F:14])[cH:11][cH:12][cH:13]2)[n:6][o:7]1)[N:32]1[CH2:31][CH2:30][N:29]([CH2:28][CH:27]([CH2:26][O:25][c:22]2[cH:21][c:19]3[c:18]([s:17][c:16]([CH3:15])[n:20]3)[cH:24][cH:23]2)[OH:35])[CH2:34][CH2:33]1. The reactants are C(=O)(O)C=1C=C(COC2CN(CCC2C2=CC=C(C=C2)OCCCOCC2=C(C=CC=C2)OC)C(=O)OC(C)(C)C)C=CC1C (tert-butyl 3-(3-carboxy-4-methylbenzyloxy)-4-{4-[3-(2-methoxybenzyloxy)propoxy]phenyl}piperidine-1-carboxylate), C(C(=O)Cl)(=O)Cl (oxalyl chloride), CN(C=O)C (N,N-dimethylformamide). Run in ClCCl (dichloromethane). Reaction conditions: time 1 hour. The product is ClC(=O)C=1C=C(COC2CN(CCC2C2=CC=C(C=C2)OCCCOCC2=C(C=CC=C2)OC)C(=O)OC(C)(C)C)C=CC1C (tert-Butyl 3-(3-chlorocarbonyl-4-methylbenzyloxy)-4-{4-[3-(2-methoxybenzyloxy)propoxy]phenyl}piperidine-1-carboxylate). Reaction SMILES: [C:1]([C:4]1[CH:5]=[C:6]([CH:42]=[CH:43][C:44]=1[CH3:45])[CH2:7][O:8][CH:9]1[CH:14]([C:15]2[CH:20]=[CH:19][C:18]([O:21][CH2:22][CH2:23][CH2:24][O:25][CH2:26][C:27]3[CH:32]=[CH:31][CH:30]=[CH:29][C:28]=3[O:33][CH3:34])=[CH:17][CH:16]=2)[CH2:13][CH2:12][N:11]([C:35]([O:37][C:38]([CH3:41])([CH3:40])[CH3:39])=[O:36])[CH2:10]1)(O)=[O:2].C(Cl)(=O)C([Cl:49])=O.CN(C)C=O>ClCCl>[Cl:49][C:1]([C:4]1[CH:5]=[C:6]([CH:42]=[CH:43][C:44]=1[CH3:45])[CH2:7][O:8][CH:9]1[CH:14]([C:15]2[CH:20]=[CH:19][C:18]([O:21][CH2:22][CH2:23][CH2:24][O:25][CH2:26][C:27]3[CH:32]=[CH:31][CH:30]=[CH:29][C:28]=3[O:33][CH3:34])=[CH:17][CH:16]=2)[CH2:13][CH2:12][N:11]([C:35]([O:37][C:38]([CH3:41])([CH3:40])[CH3:39])=[O:36])[CH2:10]1)=[O:2]. Procedure: The solution of 0.474 g of tert-butyl 3-(3-carboxy-4-methylbenzyloxy)-4-{4-[3-(2-methoxybenzyloxy)propoxy]phenyl}piperidine-1-carboxylate in 12 ml of dichloromethane is admixed at 0° C. successively with 0.132 ml of oxalyl chloride and 0.005 ml of N,N-dimethylformamide. The reaction mixture is stirred over 1 hour and then concentrated by evaporation. The residue is dissolved once more in 20 ml of dichloromethane and concentrated by evaporation. This gives the crude title compound. The reactants are O=C(CBr)c1cccc(Br)c1, C1COCCO1, c1ccc2[nH]cnc2c1. The product is O=C(Cn1cnc2ccccc21)c1cccc(Br)c1. As a reaction SMILES: [Br:1][CH2:2][C:3](=[O:4])[c:5]1[cH:6][c:7]([Br:11])[cH:8][cH:9][cH:10]1.[O:21]1[CH2:22][CH2:23][O:24][CH2:25][CH2:26]1.[n:12]1[cH:13][nH:14][c:15]2[c:16]1[cH:17][cH:18][cH:19][cH:20]2>>[CH2:2]([C:3](=[O:4])[c:5]1[cH:6][c:7]([Br:11])[cH:8][cH:9][cH:10]1)[n:12]1[cH:13][n:14][c:15]2[c:16]1[cH:17][cH:18][cH:19][cH:20]2. Starting materials: Cl (hydrochloric acid), C(C1=CC=CC=C1)OC(=O)N1CCC(CC1)CCCO (3-(1-benzyloxycarbonyl-4-piperidyl)propanol), ice water, S(=O)(=O)(C1=CC=C(C)C=C1)Cl (tosyl chloride). Solvent: N1=CC=CC=C1 (pyridine). Yields the product C1(=CC=C(C=C1)S(=O)(=O)OCCCC1CCN(CC1)C(=O)OCC1=CC=CC=C1)C (3-(1-benzyloxycarbonyl-4-piperidyl)propyl p-toluenesulfonate). The yield is 57.8%. Reaction SMILES: [CH2:1]([O:8][C:9]([N:11]1[CH2:16][CH2:15][CH:14]([CH2:17][CH2:18][CH2:19][OH:20])[CH2:13][CH2:12]1)=[O:10])[C:2]1[CH:7]=[CH:6][CH:5]=[CH:4][CH:3]=1.[S:21](Cl)([C:24]1[CH:30]=[CH:29][C:27]([CH3:28])=[CH:26][CH:25]=1)(=[O:23])=[O:22].Cl>N1C=CC=CC=1>[C:27]1([CH3:28])[CH:29]=[CH:30][C:24]([S:21]([O:20][CH2:19][CH2:18][CH2:17][CH:14]2[CH2:15][CH2:16][N:11]([C:9]([O:8][CH2:1][C:2]3[CH:7]=[CH:6][CH:5]=[CH:4][CH:3]=3)=[O:10])[CH2:12][CH2:13]2)(=[O:23])=[O:22])=[CH:25][CH:26]=1. Procedure details: To a chilled mixture of 3-(1-benzyloxycarbonyl-4-piperidyl)propanol (110 g) and pyridine (500 ml) is added portionwise tosyl chloride (100 g) for 2 hours with stirring. After stirring for further 1 hour, ice water (1 l) is added dropwise to the mixture. The resulting mixture is acidified by dropwise addition of concentrated hydrochloric acid at ice-bath temperature and extracted with ethyl acetate (1 l). The extract is washed successively with diluted hydrochloric acid and water, dried over anhy... As a reaction SMILES: [NH2:1][C:2]1[N:7]([CH3:8])[C:6](=[O:9])[C:5]([C:10]2[CH:15]=[CH:14][C:13](=[O:16])[NH:12][CH:11]=2)=[C:4]([C:17]2[CH:22]=[CH:21][CH:20]=[C:19]([F:23])[CH:18]=2)[N:3]=1.[C:24]1(B(O)O)[CH:29]=[CH:28][CH:27]=[CH:26][CH:25]=1.N1C=CC=CC=1>C([O-])(=O)C.[Cu+2].C([O-])(=O)C.CN(C)C=O>[NH2:1][C:2]1[N:7]([CH3:8])[C:6](=[O:9])[C:5]([C:10]2[CH:15]=[CH:14][C:13](=[O:16])[N:12]([C:24]3[CH:29]=[CH:28][CH:27]=[CH:26][CH:25]=3)[CH:11]=2)=[C:4]([C:17]2[CH:22]=[CH:21][CH:20]=[C:19]([F:23])[CH:18]=2)[N:3]=1 |f:3.4.5|. Yield: 31.7%. Reactants: NC1=NC(=C(C(N1C)=O)C1=CNC(C=C1)=O)C1=CC(=CC=C1)F (2-amino-6-(3-fluorophenyl)-3-methyl-5-(6-oxo-1,6-dihydro-3-pyridinyl)-3,4-dihydro-4-pyrimidinone), C1(=CC=CC=C1)B(O)O (phenylboronic acid), N1=CC=CC=C1 (pyridine). Procedure: In a flask were placed 2-amino-6-(3-fluorophenyl)-3-methyl-5-(6-oxo-1,6-dihydro-3-pyridinyl)-3,4-dihydro-4-pyrimidinone (40 mg, 0.13 mmol), copper acetate (3 mg, 0.01 mmol), phenylboronic acid (31 mg, 0.26 mmol), pyridine (21 μL, 0.26 mmol) and N,N-dimethylformamide (2 mL), followed by stirring at room temperature for 24 hour. After filtering off the insoluble matters, the filtrate was purified by HPLC, to give the title compound (16 mg). MS m/e (ESI) 389 (MH+). Solvent: CN(C=O)C (N,N-dimethylformamide). Run at time 24 hour. Reagents/catalysts: C(C)(=O)[O-].[Cu+2].C(C)(=O)[O-] (copper acetate). Product: NC1=NC(=C(C(N1C)=O)C1=CN(C(C=C1)=O)C1=CC=CC=C1)C1=CC(=CC=C1)F (2-Amino-6-(3-fluorophenyl)-3-methyl-5-(6-oxo-1-phenyl-1,6-dihydro-3-pyridinyl)-3,4-dihydro-4-pyrimidinone).